Dataset: the Open Reaction Database (ORD), a public repository of structured organic reaction records. Task: describe an organic reaction: reactants, conditions, products, and yield The reactants are CO, COC(=O)C(C)Oc1ccc(Oc2cnc3cc(Cl)ccc3n2)cc1, [Na+], C1CCOC1, [OH-]. The product is CC(Oc1ccc(Oc2cnc3cc(Cl)ccc3n2)cc1)C(=O)O. RXN SMILES: [CH3:1][OH:2].[Cl:3][c:4]1[cH:5][c:6]2[n:7][cH:8][c:9]([O:14][c:15]3[cH:16][cH:17][c:18]([O:19][CH:20]([C:21](=[O:22])[O:23][CH3:24])[CH3:25])[cH:26][cH:27]3)[n:10][c:11]2[cH:12][cH:13]1.[Na+:29].[O:30]1[CH2:31][CH2:32][CH2:33][CH2:34]1.[OH-:28]>>[Cl:3][c:4]1[cH:5][c:6]2[n:7][cH:8][c:9]([O:14][c:15]3[cH:16][cH:17][c:18]([O:19][CH:20]([C:21](=[O:22])[OH:23])[CH3:25])[cH:26][cH:27]3)[n:10][c:11]2[cH:12][cH:13]1. Starting materials: NC1=C(C(=NC2=CC=CC(=C12)OCC(C)(C)N)C)C(=O)OCC (ethyl 4-amino-5-(2-amino-2-methylpropoxy)-2-methylquinoline-3-carboxylate), C(C(C)C)(=O)O (isobutyric acid). Product: NC1=C(C(=NC2=CC=CC(=C12)OCC(C)(C)NC(C(C)C)=O)C)C(=O)OCC (ethyl 4-amino-5-(2-isobutyramido-2-methylpropoxy)-2-methylquinoline-3-carboxylate). RXN SMILES: [NH2:1][C:2]1[C:11]2[C:6](=[CH:7][CH:8]=[CH:9][C:10]=2[O:12][CH2:13][C:14]([NH2:17])([CH3:16])[CH3:15])[N:5]=[C:4]([CH3:18])[C:3]=1[C:19]([O:21][CH2:22][CH3:23])=[O:20].[C:24](O)(=[O:28])[CH:25]([CH3:27])[CH3:26]>>[NH2:1][C:2]1[C:11]2[C:6](=[CH:7][CH:8]=[CH:9][C:10]=2[O:12][CH2:13][C:14]([NH:17][C:24](=[O:28])[CH:25]([CH3:27])[CH3:26])([CH3:16])[CH3:15])[N:5]=[C:4]([CH3:18])[C:3]=1[C:19]([O:21][CH2:22][CH3:23])=[O:20]. Procedure details: Prepared as in Example 24a from ethyl 4-amino-5-(2-amino-2-methylpropoxy)-2-methylquinoline-3-carboxylate (Example 24b) and isobutyric acid as a white solid (58%). MS 388 (MH+). Starting materials: C, CCO, CS(=O)(=O)NC1CCCCC1N1C(=O)c2ccccc2C(C(=O)NCCc2cccc(OCC(=O)OCc3ccccc3)n2)C1c1ccc(Cl)cc1Cl, CN(C)C=O, [Pd]. Product: CS(=O)(=O)NC1CCCCC1N1C(=O)c2ccccc2C(C(=O)NCCc2cccc(OCC(=O)O)n2)C1c1ccc(Cl)cc1Cl. Reaction SMILES: [C:59].[CH3:61][CH2:62][OH:63].[Cl:1][c:2]1[c:3]([CH:9]2[N:10]([CH:43]3[CH:44]([NH:49][S:50](=[O:51])(=[O:52])[CH3:53])[CH2:45][CH2:46][CH2:47][CH2:48]3)[C:11](=[O:42])[c:12]3[cH:13][cH:14][cH:15][cH:16][c:17]3[CH:18]2[C:19](=[O:20])[NH:21][CH2:22][CH2:23][c:24]2[cH:25][cH:26][cH:27][c:28]([O:30][CH2:31][C:32](=[O:33])[O:34][CH2:35][c:36]3[cH:37][cH:38][cH:39][cH:40][cH:41]3)[n:29]2)[cH:4][cH:5][c:6]([Cl:8])[cH:7]1.[O:54]=[CH:55][N:56]([CH3:57])[CH3:58].[Pd:60]>>[Cl:1][c:2]1[c:3]([CH:9]2[N:10]([CH:43]3[CH:44]([NH:49][S:50](=[O:51])(=[O:52])[CH3:53])[CH2:45][CH2:46][CH2:47][CH2:48]3)[C:11](=[O:42])[c:12]3[cH:13][cH:14][cH:15][cH:16][c:17]3[CH:18]2[C:19](=[O:20])[NH:21][CH2:22][CH2:23][c:24]2[cH:25][cH:26][cH:27][c:28]([O:30][CH2:31][C:32](=[O:33])[OH:34])[n:29]2)[cH:4][cH:5][c:6]([Cl:8])[cH:7]1. Reactants: COC(=O)c1ccc(OCCCCCCCCCCCCCCC(=O)OC(C)(C)C)c(C(=O)OC(C)(C)C)c1, CO, Cl, [Na+], [OH-], O. Product: CC(C)(C)OC(=O)CCCCCCCCCCCCCCOc1ccc(C(=O)O)cc1C(=O)OC(C)(C)C. RXN SMILES: [CH3:1][O:2][C:3]([c:4]1[cH:5][c:6]([C:7](=[O:8])[O:9][C:10]([CH3:11])([CH3:12])[CH3:13])[c:14]([O:17][CH2:18][CH2:19][CH2:20][CH2:21][CH2:22][CH2:23][CH2:24][CH2:25][CH2:26][CH2:27][CH2:28][CH2:29][CH2:30][CH2:31][C:32](=[O:33])[O:34][C:35]([CH3:36])([CH3:37])[CH3:38])[cH:15][cH:16]1)=[O:39].[CH3:44][OH:45].[ClH:42].[Na+:41].[OH-:40].[OH2:43]>>[O:2]=[C:3]([c:4]1[cH:5][c:6]([C:7](=[O:8])[O:9][C:10]([CH3:11])([CH3:12])[CH3:13])[c:14]([O:17][CH2:18][CH2:19][CH2:20][CH2:21][CH2:22][CH2:23][CH2:24][CH2:25][CH2:26][CH2:27][CH2:28][CH2:29][CH2:30][CH2:31][C:32](=[O:33])[O:34][C:35]([CH3:36])([CH3:37])[CH3:38])[cH:15][cH:16]1)[OH:39].